Dataset: the Open Reaction Database (ORD), a public repository of structured organic reaction records. Task: describe an organic reaction: reactants, conditions, products, and yield Starting materials: BrCc1ccc2ccccc2n1, CCOC(=O)Cc1n[nH]c(=O)c2ccccc12, CN(C)C=O, Cl, [H-], [Na+]. Product: CCOC(=O)Cc1nn(Cc2ccc3ccccc3n2)c(=O)c2ccccc12. As a reaction SMILES: [Br:20][CH2:21][c:22]1[n:23][c:24]2[cH:25][cH:26][cH:27][cH:28][c:29]2[cH:30][cH:31]1.[CH2:1]([CH3:2])[O:3][C:4]([CH2:5][c:6]1[n:7][nH:8][c:9](=[O:16])[c:10]2[cH:11][cH:12][cH:13][cH:14][c:15]12)=[O:17].[CH3:33][N:34]([CH3:35])[CH:36]=[O:37].[ClH:32].[H-:18].[Na+:19]>>[CH2:1]([CH3:2])[O:3][C:4]([CH2:5][c:6]1[n:7][n:8]([CH2:21][c:22]2[n:23][c:24]3[cH:25][cH:26][cH:27][cH:28][c:29]3[cH:30][cH:31]2)[c:9](=[O:16])[c:10]2[cH:11][cH:12][cH:13][cH:14][c:15]12)=[O:17]. The reactants are C1(=CC=CC=C1)N1N=C(CC1=O)C(=O)OCC (2,4-dihydro-2-phenyl-5-ethoxycarbonyl-3H-pyrazol-3-one). Run in NCCN1CCCC1 (1-(2-aminoethyl)pyrrolidine). Reaction conditions: temperature 130 celsius. Yields the product C1(=CC=CC=C1)N1N=C(CC1=O)C1=CC=CC=C1 (2,4-dihydro-2,5-diphenyl-3H-pyrazol-3-one). Yield: 99.2%. RXN SMILES: [C:1]1([N:7]2[C:11](=[O:12])[CH2:10][C:9]([C:13](OCC)=O)=[N:8]2)[CH:6]=[CH:5][CH:4]=[CH:3][CH:2]=1>NCCN1CCCC1>[C:1]1([N:7]2[C:11](=[O:12])[CH2:10][C:9]([C:13]3[CH:5]=[CH:6][CH:1]=[CH:2][CH:3]=3)=[N:8]2)[CH:2]=[CH:3][CH:4]=[CH:5][CH:6]=1. Procedure details: A mixture of 2,4-dihydro-2-phenyl-5-ethoxycarbonyl-3H-pyrazol-3-one (10 g; 43 mmol) and 1-(2-aminoethyl)pyrrolidine (10 ml) was heated at 130° C. under nitrogen for 2 hours and cooled. The mixture was triturated in hexane, filtered and the solid was washed with hexane to yield 15 gm of a crude product. A portion (8.6 g ) of the crude product was purified by column chromatography (silica gel, triethylamine:methanol:methylene chloride 1:9:90) to afford 5.04 g of 2,4-dihydro-2-phenyl-5-[C(O)NH(CH2)... The reactants are CC=1C(=NC(=NC1C)Cl)N1C(C2=CC=C(C=C2CC1)Cl)C (5,6-dimethyl-2-chloro-4-(1-methyl-6-chloro- 1,2,3,4-tetrahydroisoquinolin-2-yl)pyrimidine), FC1=CC=C(N)C=C1 (4-fluoroaniline). Run in CN(C=O)C (dimethylformamide). Yields the product Cl.CC=1C(=NC(=NC1C)NC1=CC=C(C=C1)F)N1C(C2=CC=C(C=C2CC1)Cl)C (5,6-dimethyl-2-(4-fluorophenylamino)-4-(1-methyl-6-chloro-1,2,3,4-tetrahydroisoquinolin-2-yl)pyrimidine hydrochloride). Yield: 5.2%. Reaction SMILES: [CH3:1][C:2]1[C:3]([N:10]2[CH2:19][CH2:18][C:17]3[C:12](=[CH:13][CH:14]=[C:15]([Cl:20])[CH:16]=3)[CH:11]2[CH3:21])=[N:4][C:5]([Cl:9])=[N:6][C:7]=1[CH3:8].[F:22][C:23]1[CH:29]=[CH:28][C:26]([NH2:27])=[CH:25][CH:24]=1>CN(C)C=O>[ClH:9].[CH3:1][C:2]1[C:3]([N:10]2[CH2:19][CH2:18][C:17]3[C:12](=[CH:13][CH:14]=[C:15]([Cl:20])[CH:16]=3)[CH:11]2[CH3:21])=[N:4][C:5]([NH:27][C:26]2[CH:28]=[CH:29][C:23]([F:22])=[CH:24][CH:25]=2)=[N:6][C:7]=1[CH3:8] |f:3.4|. Procedure details: The same procedures as in Step 2 of Example 3 above were repeated using 5,6-dimethyl-2-chloro-4-(1-methyl-6-chloro- 1,2,3,4-tetrahydroisoquinolin-2-yl)pyrimidine (0.1 g, 0.31 mmol) prepared in Step 1 above, dimethylformamide (5 ml), and 4-fluoroaniline (0.07 ml, 0.74 mmol) to afford 7 mg (53%) of the titled compound. Solvent: C1(=CC=CC=C1)C (toluene). RXN SMILES: [F:1][C:2]1[CH:12]=[CH:11][CH:10]=[C:9]([F:13])[C:3]=1[C:4]([N:6]=[C:7]=[O:8])=[O:5].[OH:14][C:15]([C:24]1[CH:30]=[CH:29][C:27]([NH2:28])=[CH:26][CH:25]=1)([C:20]([F:23])([F:22])[F:21])[C:16]([F:19])([F:18])[F:17]>C1(C)C=CC=CC=1>[F:1][C:2]1[CH:12]=[CH:11][CH:10]=[C:9]([F:13])[C:3]=1[C:4]([NH:6][C:7]([NH:28][C:27]1[CH:26]=[CH:25][C:24]([C:15]([OH:14])([C:16]([F:17])([F:18])[F:19])[C:20]([F:21])([F:22])[F:23])=[CH:30][CH:29]=1)=[O:8])=[O:5]. Yields the product FC1=C(C(=O)NC(=O)NC2=CC=C(C=C2)C(C(F)(F)F)(C(F)(F)F)O)C(=CC=C1)F (N-(2,6-difluoro-benzoyl)-N'-[4-(1-hydroxy-1-trifluoromethyl-2,2,2-trifluoroethyl)-phenyl]-urea). Starting materials: FC1=C(C(=O)N=C=O)C(=CC=C1)F (2,6-difluorobenzoyl isocyanate), OC(C(F)(F)F)(C(F)(F)F)C1=CC=C(N)C=C1 (4-(1-hydroxy-1-trifluoromethyl-2,2,2-trifluoroethyl)-aniline). Reaction conditions: temperature 50 celsius. Yield: 88.2%. Procedure: 0.055 mole of 2,6-difluorobenzoyl isocyanate is dripped into 0.05 mole of 4-(1-hydroxy-1-trifluoromethyl-2,2,2-trifluoroethyl)-aniline in 150 ml of absolute toluene. The temperature rises to 27° C. The mixture is heated for 3 hours at 50° C. and then filtered while hot, and the filter cake is dried under reduced pressure at 50° C. There is obtained 19.5 g (95% of theory) of N-(2,6-difluoro-benzoyl)-N'-[4-(1-hydroxy-1-trifluoromethyl-2,2,2-trifluoroethyl)-phenyl]-urea; m.p.: 205°-207° C. Reactants: FC1=CC=C(C=C1)C1=C(C2CCC(C1)C2)/C=C/C(CC(CC(=O)OC)O)O (methyl (E)-7-[3-(4-fluorophenyl)bicyclo[3.2.1]oct-2-en-2-yl]-3,5-dihydroxy-hept-6-enoate), [OH-].[Na+] (NaOH), solution. Solvent: CO (methanol), O (water). Yields the product FC1=CC=C(C=C1)C1=C(C2CCC(C1)C2)/C=C/C(CC(CC(=O)O)O)O ((E)-7-[3-(4-fluorophenyl)bicyclo[3.2.1]oct-2-en-2-yl]-3,5-dihydroxyhept-6-enoic acid). Yield: 102.3%. As a reaction SMILES: [F:1][C:2]1[CH:7]=[CH:6][C:5]([C:8]2[CH2:14][CH:13]3[CH2:15][CH:10]([CH2:11][CH2:12]3)[C:9]=2/[CH:16]=[CH:17]/[CH:18]([OH:27])[CH2:19][CH:20]([OH:26])[CH2:21][C:22]([O:24]C)=[O:23])=[CH:4][CH:3]=1.[OH-].[Na+]>CO.O>[F:1][C:2]1[CH:3]=[CH:4][C:5]([C:8]2[CH2:14][CH:13]3[CH2:15][CH:10]([CH2:11][CH2:12]3)[C:9]=2/[CH:16]=[CH:17]/[CH:18]([OH:27])[CH2:19][CH:20]([OH:26])[CH2:21][C:22]([OH:24])=[O:23])=[CH:6][CH:7]=1 |f:1.2|. Procedure details: A solution of methyl (E)-7-[3-(4-fluorophenyl)bicyclo[3.2.1]oct-2-en-2-yl]-3,5-dihydroxy-hept-6-enoate (1.30 g, 3.47 mmoles) and aqueous NaOH (5.2 ml of a 1N solution) in 15 ml methanol was stirred for 30 minutes at 25° C., cooled to 0°-5° C., acidified, diluted with water and extracted with ethyl acetate. The organic layers were washed with brine and dried (MgSO4). Removal of the volatiles in vacuo provided 1.28 g of the solid product which was used without further purification. Reactants: [OH-].[NH4+] (ammonium hydroxide), BrC1=C(C(=O)Cl)C=C(C=C1)OC (2-bromo-5-methoxybenzoyl chloride). Solvent: C(Cl)Cl (methylene chloride). The product is BrC1=C(C(=O)N)C=C(C=C1)OC (2-Bromo-5-methoxybenzamide). Reaction SMILES: [OH-].[NH4+:2].[Br:3][C:4]1[CH:12]=[CH:11][C:10]([O:13][CH3:14])=[CH:9][C:5]=1[C:6](Cl)=[O:7]>C(Cl)Cl>[Br:3][C:4]1[CH:12]=[CH:11][C:10]([O:13][CH3:14])=[CH:9][C:5]=1[C:6]([NH2:2])=[O:7] |f:0.1|. Procedure details: A 30% ammonium hydroxide solution (56 mL) is added dropwise to a solution of 2-bromo-5-methoxybenzoyl chloride in methylene chloride at 0° C. After the addition is complete, the reaction mixture is filtered to obtain a solid which is air-dried and recrystallized from a methanol/water solution to give the title product as a white solid, mp 158°-159° C. The reactants are OC1=[N+](C=CC=C1)[O-] (2-hydroxypyridine-N-oxide), [N+](=O)(O)[O-] (nitric acid). Reaction SMILES: [OH:1][C:2]1[CH:7]=[CH:6][CH:5]=[CH:4][N+:3]=1[O-:8].[N+:9]([O-])([OH:11])=[O:10]>C(O)(=O)C>[NH2:9][C:5]1[CH:6]=[CH:7][C:2]([OH:1])=[N+:3]([O-:8])[CH:4]=1.[N+:9]([C:5]1[CH:6]=[CH:7][C:2]([OH:1])=[N+:3]([O-:8])[CH:4]=1)([O-:11])=[O:10]. Reaction conditions: temperature 10 celsius, time 30 minute. Procedure details: 5-amino-2-hydroxypyridine-N-oxide was prepared as follows. One hundred grams of the 2-hydroxypyridine-N-oxide were dissolved in 500 mL of acetic acid with warming. The solution was cooled to approximately 10° C., and 65 mL of 70% nitric acid was added slowly to keep the temperature below 35° C. The mixture was stirred for an additional 30 min and the product was collected by filtration. After washing with acetic acid, and then water, the product was dried under vacuum at 70° C., to give 5-nitro-... Isolated yield 68.0%. Yields the product NC=1C=CC(=[N+](C1)[O-])O (5-amino-2-hydroxypyridine-N-oxide), [N+](=O)([O-])C=1C=CC(=[N+](C1)[O-])O (5-nitro-2-hydroxypyridine-N-oxide). The solvent is C(C)(=O)O (acetic acid).